The task is: describe an organic reaction: reactants, conditions, products, and yield. This data is from the Open Reaction Database (ORD), a public repository of structured organic reaction records. Starting materials: N1(C=NC=C1)CCCOC1=CC=C(C(N)=NO)C=C1 (4-[3-(1H-imidazol-1-yl)propoxy]benzamidoxime), C([O-])([O-])=O.[K+].[K+] (potassium carbonate), C(CC)(=O)Cl (propionyl chloride), ice water. Run in N1=CC=CC=C1 (pyridine). Conditions: time 1 hour. Yields the product N1(C=NC=C1)CCCOC1=CC=C(C=C1)C1=NOC(=N1)CC (3-[4 -[3-(1H-imidazol-1-yl)propoxy]phenyl]-5-ethyl-1,2,4-oxadiazole). The yield is 72.2%. Reaction SMILES: [N:1]1([CH2:6][CH2:7][CH2:8][O:9][C:10]2[CH:19]=[CH:18][C:13]([C:14](=[N:16][OH:17])[NH2:15])=[CH:12][CH:11]=2)[CH:5]=[CH:4][N:3]=[CH:2]1.[C:20](Cl)(=O)[CH2:21][CH3:22].C(=O)([O-])[O-].[K+].[K+]>N1C=CC=CC=1>[N:1]1([CH2:6][CH2:7][CH2:8][O:9][C:10]2[CH:19]=[CH:18][C:13]([C:14]3[N:15]=[C:20]([CH2:21][CH3:22])[O:17][N:16]=3)=[CH:12][CH:11]=2)[CH:5]=[CH:4][N:3]=[CH:2]1 |f:2.3.4|. Reported procedure: There was suspended, in 5 ml of dry pyridine, 521 mg of 4-[3-(1H-imidazol-1-yl)propoxy]benzamidoxime. After gradual and dropwise addition of 194 mg of propionyl chloride and stirring at room temperature for one hour, the suspension was heated to a temperature ranging from 80° to 90° C. for 3.5 hours with stirring. The suspension was added to ice water and the pH thereof was adjusted to 9 to 10 by the addition of potassium carbonate. Then the suspension was extracted with ether and the extract wa... The reactants are ClCCl, O=C(OO)c1cccc(Cl)c1, CCOC(=O)COc1ccc(SCCNS(=O)(=O)c2ccccc2)cc1. Yields the product CCOC(=O)COc1ccc(S(=O)CCNS(=O)(=O)c2ccccc2)cc1. Reaction SMILES: [CH2:38]([Cl:39])[Cl:40].[Cl:27][c:28]1[cH:29][cH:30][cH:31][c:32]([C:33]([O:34][OH:36])=[O:35])[cH:37]1.[c:1]1([S:7](=[O:8])(=[O:9])[NH:10][CH2:11][CH2:12][S:13][c:14]2[cH:15][cH:16][c:17]([O:18][CH2:19][C:20](=[O:21])[O:22][CH2:23][CH3:24])[cH:25][cH:26]2)[cH:2][cH:3][cH:4][cH:5][cH:6]1>>[c:1]1([S:7](=[O:8])(=[O:9])[NH:10][CH2:11][CH2:12][S:13]([c:14]2[cH:15][cH:16][c:17]([O:18][CH2:19][C:20](=[O:21])[O:22][CH2:23][CH3:24])[cH:25][cH:26]2)=[O:35])[cH:2][cH:3][cH:4][cH:5][cH:6]1. The reactants are CC([O-])C.[Al+3].CC([O-])C.CC([O-])C (Aluminum isopropoxide), raw material, [N+](=O)(O)[O-] (nitric acid). The product is [N+](=O)([O-])[O-].[Al+3].[N+](=O)([O-])[O-].[N+](=O)([O-])[O-] (aluminum nitrate). Reaction SMILES: CC(C)[O-].[Al+3:5].CC(C)[O-].CC(C)[O-].[N+:14]([O-:17])([OH:16])=[O:15]>>[N+:14]([O-:17])([O-:16])=[O:15].[Al+3:5].[N+:14]([O-:17])([O-:16])=[O:15].[N+:14]([O-:17])([O-:16])=[O:15] |f:0.1.2.3,5.6.7.8|. Procedure details: Aluminum isopropoxide was used as the raw material. It is affordable and easy reacts with nitric acid to produce soluble aluminum nitrate. In 1 L beaker 500 ml of demineralized water was added. To this, 100 ml (142 g) of HNO3 was added and stirred for about 20 min. Next, 60 g of Al-isopropoxide (20 g at a time) was added to the nitric acid solution. Clear solution was formed in about 30 min. This solution was then used for further experiments. Starting materials: CC1CC2C3CCC(=O)C3(C)CCC2C2(C)CCC(=O)CC12, Cl, Cl, NOC1CCNC1, O. The product is CC1CC2C3CCC(=O)C3(C)CCC2C2(C)CCC(=NOC3CCNC3)CC12, Cl. RXN SMILES: [CH3:1][CH:2]1[CH2:3][CH:4]2[CH:5]3[CH2:6][CH2:7][C:8](=[O:22])[C:9]3([CH3:10])[CH2:11][CH2:12][CH:13]2[C:14]2([CH3:21])[CH2:15][CH2:16][C:17](=[O:20])[CH2:18][CH:19]12.[ClH:23].[ClH:24].[NH:25]1[CH2:26][CH:27]([O:30][NH2:31])[CH2:28][CH2:29]1.[OH2:32]>>[CH3:1][CH:2]1[CH2:3][CH:4]2[CH:5]3[CH2:6][CH2:7][C:8](=[O:22])[C:9]3([CH3:10])[CH2:11][CH2:12][CH:13]2[C:14]2([CH3:21])[CH2:15][CH2:16][C:17](=[N:31][O:30][CH:27]3[CH2:26][NH:25][CH2:29][CH2:28]3)[CH2:18][CH:19]12.[ClH:23]. Reactants: Cl.NC1=CC=C(C(C(=O)O)=C1)O (5-aminosalicylic acid hydrochloride), CC(=O)O (AcOH), N([C@@H](CCCNC(N)=N)C(=O)O)C(=O)OC(C)(C)C.Cl.O (BOC-Arg-OH.HCl.H2O), ClC(=O)OCC(C)C (isobutyl chloroformate). Run in CN(C)C=O (DMF), CCCCO (n-BuOH), CN(C)C=O (DMF), CO (MeOH). Run at time 3 hour. Product: N([C@@H](CCCNC(N)=N)C(=O)O)C(=O)OC(C)(C)C (BOC-Arg). The yield is 146.1%. RXN SMILES: [NH:1]([C:13]([O:15][C:16]([CH3:19])([CH3:18])[CH3:17])=[O:14])[C@H:2]([C:10]([OH:12])=[O:11])[CH2:3][CH2:4][CH2:5][NH:6][C:7](=[NH:9])[NH2:8].Cl.O.ClC(OCC(C)C)=O.Cl.NC1C=C(C(O)=O)C(O)=CC=1.CC(O)=O>CN(C=O)C.CO.CCCCO>[NH:1]([C:13]([O:15][C:16]([CH3:19])([CH3:18])[CH3:17])=[O:14])[C@H:2]([C:10]([OH:12])=[O:11])[CH2:3][CH2:4][CH2:5][NH:6][C:7](=[NH:8])[NH2:9] |f:0.1.2,4.5|. Reported procedure: 381.1 Grams (1.16 mol) of BOC-Arg-OH.HCl.H2O was dissolved in 1,392 ml of DMF, and then 151 ml of NEM was added thereto, followed by dropwise addition of 152.3 ml of isobutyl chloroformate at -20° C. After 10 minutes reaction, a 928 ml DMF solution of 219.8 g (1.16 mol) of 5-aminosalicylic acid hydrochloride and 301.6 ml of NEM was added dropwise to said reaction mixture at -15° to -10° C. The reaction was continued for 3 hours at the same temperature and additionally continued for 15 hours at r...